From a dataset of the Open Reaction Database (ORD), a public repository of structured organic reaction records. describe an organic reaction: reactants, conditions, products, and yield The reactants are NC1=C(C(=CC=C1)C)C (2,3-xylidine), [N+](=O)(O)[O-] (nitric acid), ice. The solvent is S(O)(O)(=O)=O (sulphuric acid), S(O)(O)(=O)=O (sulphuric acid). Conditions: temperature 12 celsius. The product is CC1=C(N)C=C(C=C1C)[N+](=O)[O-] (2,3-Dimethyl-5-Nitroaniline). Reaction SMILES: [NH2:1][C:2]1[CH:7]=[CH:6][CH:5]=[C:4]([CH3:8])[C:3]=1[CH3:9].[N+:10]([O-])([OH:12])=[O:11]>S(=O)(=O)(O)O>[CH3:9][C:3]1[C:4]([CH3:8])=[CH:5][C:6]([N+:10]([O-:12])=[O:11])=[CH:7][C:2]=1[NH2:1]. Reported procedure: 363 g of 2,3-xylidine are run into 1.8 l of pure sulphuric acid while the temperature is kept at 40° C. To this solution, cooled to 12° C., a sulphonitric mixture (132 ml of nitric acid (d=1.52) and 180 ml of pure sulphuric acid) is added dropwise over 1 hour, the temperature not exceeding 15° C. After 15 minutes the mixture is poured onto 6 kg of ice with stirring. The reactants are C=1C=CC(=CC1)C=2C3=CC=C(N3)C(=C4NC(=C(C5=NC(=C(C=6C=CC2N6)C=7C=CC=CC7)C=C5)C=8C=CC=CC8)C=C4)C=9C=CC=CC9 (tetraphenylporphyrin), C(C)(=O)[O-].[Na+] (sodium acetate), O (water), [Pd](Cl)Cl (palladium chloride), C(C)(=O)[O-].[Na+] (sodium acetate). Run in C(C)(=O)O (acetic acid). Product: C1(=CC=CC=C1)C1=C2C=CC(C(=C3C=CC(=C(C=4C=CC(=C(C5=CC=C1N5)C5=CC=CC=C5)N4)C4=CC=CC=C4)N3)C3=CC=CC=C3)=N2.[Pd] (Palladium tetraphenylporphyrin). Reaction SMILES: [CH:1]1[CH:2]=[CH:3][C:4]([C:7]2[C:8]3[NH:12][C:11]([C:13]([C:43]4[CH:44]=[CH:45][CH:46]=[CH:47][CH:48]=4)=[C:14]4[CH:42]=[CH:41][C:16](=[C:17]([C:35]5[CH:36]=[CH:37][CH:38]=[CH:39][CH:40]=5)[C:18]5[CH:34]=[CH:33][C:20](=[C:21]([C:27]6[CH:28]=[CH:29][CH:30]=[CH:31][CH:32]=6)[C:22]6[CH:23]=[CH:24][C:25]=2[N:26]=6)[N:19]=5)[NH:15]4)=[CH:10][CH:9]=3)=[CH:5][CH:6]=1.[Pd:49](Cl)Cl.C([O-])(=O)C.[Na+].O>C(O)(=O)C>[C:43]1([C:13]2[C:11]3[NH:12][C:8](=[CH:9][CH:10]=3)[C:7]([C:4]3[CH:5]=[CH:6][CH:1]=[CH:2][CH:3]=3)=[C:25]3[N:26]=[C:22]([CH:23]=[CH:24]3)[C:21]([C:27]3[CH:32]=[CH:31][CH:30]=[CH:29][CH:28]=3)=[C:20]3[NH:19][C:18]([CH:34]=[CH:33]3)=[C:17]([C:35]3[CH:36]=[CH:37][CH:38]=[CH:39][CH:40]=3)[C:16]3=[N:15][C:14]=2[CH:42]=[CH:41]3)[CH:48]=[CH:47][CH:46]=[CH:45][CH:44]=1.[Pd:49] |f:2.3,6.7|. Procedure: Palladium tetraphenylporphyrin is prepared according to the method of operation described by D. W. Thomas and A. E. Martell, J. Amer. Chem. Soc., Vol. 81, p. 5111 (1959). 10 grams of purified tetraphenylporphyrin and 7.7 grams of palladium chloride are placed in 385 ml of acetic acid. The mixture is refluxed for 10 minutes, then 23 grams of sodium acetate are added and the mixture is refluxed for an hour and then a further 23 grams of sodium acetate are added. After 2 additional hours under refl... Reactants: N1N=NN=C1CC=1C=C(C=CC1)NC(=O)C=1OC(=CC1)Br (5-Bromo-furan-2-carboxylic acid [3-(1H-tetrazol-5-ylmethyl)-phenyl]-amide), ClC1=CC=C(C=C1)B(O)O (4-chloro-phenylboronic acid). Product: N1N=NN=C1CC=1C=C(C=CC1)NC(=O)C=1OC(=CC1)C1=CC=C(C=C1)Cl (5-(4-Chloro-phenyl)-furan-2-carboxylic acid [3-(1H-tetrazol-5-ylmethyl)-phenyl]-amide). As a reaction SMILES: [NH:1]1[C:5]([CH2:6][C:7]2[CH:8]=[C:9]([NH:13][C:14]([C:16]3[O:17][C:18](Br)=[CH:19][CH:20]=3)=[O:15])[CH:10]=[CH:11][CH:12]=2)=[N:4][N:3]=[N:2]1.[Cl:22][C:23]1[CH:28]=[CH:27][C:26](B(O)O)=[CH:25][CH:24]=1>>[NH:1]1[C:5]([CH2:6][C:7]2[CH:8]=[C:9]([NH:13][C:14]([C:16]3[O:17][C:18]([C:26]4[CH:27]=[CH:28][C:23]([Cl:22])=[CH:24][CH:25]=4)=[CH:19][CH:20]=3)=[O:15])[CH:10]=[CH:11][CH:12]=2)=[N:4][N:3]=[N:2]1. Reported procedure: The bromo-derivative (84) (100 mg, 0.29 mmol) was coupled to 4-chloro-phenylboronic acid (49 mg, 0.32 mmol) using Method E. After reaction, the solvents were removed under a stream of N2, and the residue was dissolved in saturated NaHCO3 solution (5 ml) and washed with EtOAc (5 ml). The aqueous layer was acidified to pH 1 with 2M HCl until a white precipitate formed and extracted with EtOAc (2×5 ml). The organic layer was dried (MgSO4), filtered and the solvent removed in vacuo. The residue was ... Reactants: C(CC)(=O)OC(CCC)OC(=O)NCC1(CCCCC1)CC(=O)OCC1=CC=CC=C1 (Benzyl 1-{[(α-Propanoyloxybutoxy)carbonyl]aminomethyl}-1-Cyclohexane Acetate). Reagents/catalysts: [Pd] (Pd/C). Solvent: C(C)O (ethanol). Conditions: time 30 minute. Yields the product C(CC)(=O)OC(CCC)OC(=O)NCC1(CCCCC1)CC(=O)O (1-{[(α-Propanoyloxybutoxy)carbonyl]aminomethyl}-1-Cyclohexane Acetic Acid). Yield: 61.1%. As a reaction SMILES: [C:1]([O:5][CH:6]([O:10][C:11]([NH:13][CH2:14][C:15]1([CH2:21][C:22]([O:24]CC2C=CC=CC=2)=[O:23])[CH2:20][CH2:19][CH2:18][CH2:17][CH2:16]1)=[O:12])[CH2:7][CH2:8][CH3:9])(=[O:4])[CH2:2][CH3:3]>C(O)C.[Pd]>[C:1]([O:5][CH:6]([O:10][C:11]([NH:13][CH2:14][C:15]1([CH2:21][C:22]([OH:24])=[O:23])[CH2:20][CH2:19][CH2:18][CH2:17][CH2:16]1)=[O:12])[CH2:7][CH2:8][CH3:9])(=[O:4])[CH2:2][CH3:3]. Procedure details: A suspension of (135) (2.5 g, 5.77 mmol) and 10% Pd/C (250 mg) in ethanol (100 mL) was stirred under an atmosphere of hydrogen (balloon) for 30 minutes then was filtered through a pad of Celite. The filtrate was concentrated under reduced pressure to afford the crude product, which was purified by preparative LC-MS to give 1.21 g of the desired acid (131). (CDCl3, 400 MHz): 0.97 (t, J=7.2 Hz, 3H), 1.15 (t, J=7.2 Hz, 3H), 1.50–1.38 (m, 12H), 1.72 (m, 2H), 2.32 (m, 4H), 3.18 (dd, J=6.4, 4.4 Hz, 2H... The reactants are NC=1C(=C(C=CC1)C)F (3-Amino-2-fluorotoluene), O=C(C(=O)OC)CC(=O)OC (dimethyl 2-oxobutanedioate). The reagents and catalysts are CC1=CC=C(C=C1)S(=O)(=O)O (TosicAcid). Product: FC1=C(C=CC=C1C)\N=C(\C(=O)OC)/CC(=O)OC (Dimethyl(2E)-2-[(2-fluoro-3-methylphenyl)imino]butanedioate). Yield: 52.4%. Reaction SMILES: [NH2:1][C:2]1[C:3]([F:9])=[C:4]([CH3:8])[CH:5]=[CH:6][CH:7]=1.O=[C:11]([CH2:16][C:17]([O:19][CH3:20])=[O:18])[C:12]([O:14][CH3:15])=[O:13]>CC1C=CC(S(O)(=O)=O)=CC=1>[F:9][C:3]1[C:4]([CH3:8])=[CH:5][CH:6]=[CH:7][C:2]=1/[N:1]=[C:11](\[CH2:16][C:17]([O:19][CH3:20])=[O:18])/[C:12]([O:14][CH3:15])=[O:13]. Procedure: 3-Amino-2-fluorotoluene (4.89 g, 39.1 mmol), dimethyl 2-oxobutanedioate (6.26 g, 39.1 mmol), and TosicAcid (0.223 g, 1.172 mmol) were heated at reflux under Dean-Stark conditions for 1 hour. The solvent was removed in vacuo and the residue purified by column chromatography on a silica gel column, eluting with EtOAc/hexane (0-15%) to afford Dimethyl(2E)-2-[(2-fluoro-3-methylphenyl)imino]butanedioate (7-6, 5.48 g, 53% yield) as a clear oil, LCMS shows the compound is 100% pure, LRMS m/z (M+H)+ 268...